From a dataset of the Open Reaction Database (ORD), a public repository of structured organic reaction records. describe an organic reaction: reactants, conditions, products, and yield The reactants are ClC1=C(C=CC(=C1)Cl)C(CO)(CCC)OCC (2-(2,4-dichlorophenyl)-2-ethoxy-pentan-1-ol), S(C)(=O)(=O)[O-] (mesylate). The solvent is N1=CC=CC=C1 (pyridine). Product: CS(=O)(=O)OCC(CCC)(C1=C(C=C(C=C1)Cl)Cl)OCC (1-(methylsulfonyloxy)-2-ethoxy-2-(2,4-dichlorophenyl)-pentane). RXN SMILES: [Cl:1][C:2]1[CH:7]=[C:6]([Cl:8])[CH:5]=[CH:4][C:3]=1[C:9]([O:15][CH2:16][CH3:17])([CH2:12][CH2:13][CH3:14])[CH2:10][OH:11].[S:18]([O-])(=[O:21])(=[O:20])[CH3:19]>N1C=CC=CC=1>[CH3:19][S:18]([O:11][CH2:10][C:9]([O:15][CH2:16][CH3:17])([C:3]1[CH:4]=[CH:5][C:6]([Cl:8])=[CH:7][C:2]=1[Cl:1])[CH2:12][CH2:13][CH3:14])(=[O:21])=[O:20]. Procedure: 6.93 g (25 mmoles) of 2-(2,4-dichlorophenyl)-2-ethoxy-pentan-1-ol are dissolved in 20 ml of pyridine and converted into the corresponding mesylate by adding 3.15 g (27.5 mmoles) of methanesulfochloride. The reaction takes place exothermically with the precipitation of pyridine hydrochloride. After a reaction time of 1 hour, water is added and the mixture is extracted with diethyl ether. The combined extracts are washed with half-saturated sodium chloride solution, dried over sodium sulfate, filt... The reactants are ClC1=CC=C(C=C1)S(=O)(=O)NC(C(=O)NC1=CC=C(C=C1)CC(=O)OCC)COS(=O)(=O)C ((RS)-2-(4-chlorobenzenesulfonylamino)-N-(4-(ethoxycarbonylmethyl)phenyl)-3-methanesulfonyloxypropanamide), ClC=1C=C(C=CC1)O (3-chlorophenol). Yields the product ClC1=CC=C(C=C1)S(=O)(=O)NC(C(=O)NC1=CC=C(C=C1)CC(=O)OCC)COC1=CC(=CC=C1)Cl ((RS)-2-(4-chlorobenzenesulfonyl-amino)-3-(3-chlorophenoxy)-N-(4-(ethoxycarbonylmethyl)phenyl) propanamide). The yield is 85.2%. RXN SMILES: [Cl:1][C:2]1[CH:7]=[CH:6][C:5]([S:8]([NH:11][CH:12]([CH2:28][O:29]S(C)(=O)=O)[C:13]([NH:15][C:16]2[CH:21]=[CH:20][C:19]([CH2:22][C:23]([O:25][CH2:26][CH3:27])=[O:24])=[CH:18][CH:17]=2)=[O:14])(=[O:10])=[O:9])=[CH:4][CH:3]=1.[Cl:34][C:35]1[CH:36]=[C:37](O)[CH:38]=[CH:39][CH:40]=1>>[Cl:1][C:2]1[CH:7]=[CH:6][C:5]([S:8]([NH:11][CH:12]([CH2:28][O:29][C:39]2[CH:38]=[CH:37][CH:36]=[C:35]([Cl:34])[CH:40]=2)[C:13]([NH:15][C:16]2[CH:21]=[CH:20][C:19]([CH2:22][C:23]([O:25][CH2:26][CH3:27])=[O:24])=[CH:18][CH:17]=2)=[O:14])(=[O:10])=[O:9])=[CH:4][CH:3]=1. Reported procedure: The procedure described in Example 125 was repeated, except that (RS)-2-(4-chlorobenzenesulfonylamino)-N-(4-(ethoxycarbonylmethyl)phenyl)-3-methanesulfonyloxypropanamide (401 mg) was reacted with 3-chlorophenol (198.7 mg) and was recrystallized from hexane-ethyl acetate to obtain (RS)-2-(4-chlorobenzenesulfonyl-amino)-3-(3-chlorophenoxy)-N-(4-(ethoxycarbonylmethyl)phenyl) propanamide (363.2 mg). The reactants are CC(=O)O, C=C(CNCc1ccc(Cl)nc1)CC1OC(=O)C=C1N1CCCC1. Yields the product C=C1CC2OC(=O)C=C2N(Cc2ccc(Cl)nc2)C1. Reaction SMILES: [CH3:25][C:26](=[O:27])[OH:28].[Cl:1][c:2]1[cH:3][cH:4][c:5]([CH2:8][NH:9][CH2:10][C:11]([CH2:12][CH:13]2[C:14]([N:19]3[CH2:20][CH2:21][CH2:22][CH2:23]3)=[CH:15][C:16](=[O:18])[O:17]2)=[CH2:24])[cH:6][n:7]1>>[Cl:1][c:2]1[cH:3][cH:4][c:5]([CH2:8][N:9]2[CH2:10][C:11](=[CH2:24])[CH2:12][CH:13]3[C:14]2=[CH:15][C:16](=[O:18])[O:17]3)[cH:6][n:7]1. Starting materials: O=C([O-])[O-], CCCc1c(OCC(=O)OCC)ccc(C(C)=O)c1OCCCCCBr, CC(C)=O, CN(C)C=O, [K+], [K+], CCCc1c(O)ccc(C(C)=O)c1O. Product: CCCc1c(OCCCCCOc2c(C(C)=O)ccc(OCC(=O)OCC)c2CCC)ccc(C(C)=O)c1O. RXN SMILES: [C:41](=[O:42])([O-:43])[O-:44].[CH2:15]([CH3:16])[O:17][C:18]([CH2:19][O:20][c:21]1[c:22]([CH2:37][CH2:38][CH3:39])[c:23]([O:30][CH2:31][CH2:32][CH2:33][CH2:34][CH2:35][Br:36])[c:24]([C:27]([CH3:28])=[O:29])[cH:25][cH:26]1)=[O:40].[CH3:47][C:48](=[O:49])[CH3:50].[CH3:51][N:52]([CH3:53])[CH:54]=[O:55].[K+:45].[K+:46].[OH:1][c:2]1[c:3]([C:12]([CH3:13])=[O:14])[cH:4][cH:5][c:6]([OH:11])[c:7]1[CH2:8][CH2:9][CH3:10]>>[OH:1][c:2]1[c:3]([C:12]([CH3:13])=[O:14])[cH:4][cH:5][c:6]([O:11][CH2:35][CH2:34][CH2:33][CH2:32][CH2:31][O:30][c:23]2[c:22]([CH2:37][CH2:38][CH3:39])[c:21]([O:20][CH2:19][C:18]([O:17][CH2:15][CH3:16])=[O:40])[cH:26][cH:25][c:24]2[C:27]([CH3:28])=[O:29])[c:7]1[CH2:8][CH2:9][CH3:10]. Reactants: CS(C)=O, CO, Cc1cc2nc(NC(=O)c3ccc(C(C)(C)O)cc3)cc(Cl)n2n1, CN(C)C=O, O=S(=O)(c1ccccc1)N1CCNCC1. The product is Cc1cc2nc(NC(=O)c3ccc(C(C)(C)O)cc3)cc(N3CCN(S(=O)(=O)c4ccccc4)CC3)n2n1. Reaction SMILES: [CH3:45][S:46]([CH3:47])=[O:48].[CH3:49][OH:50].[Cl:1][c:2]1[cH:3][c:4]([NH:12][C:13]([c:14]2[cH:15][cH:16][c:17]([C:20]([CH3:21])([CH3:22])[OH:23])[cH:18][cH:19]2)=[O:24])[n:5][c:6]2[n:7]1[n:8][c:9]([CH3:11])[cH:10]2.[O:40]=[CH:41][N:42]([CH3:43])[CH3:44].[c:25]1([S:31](=[O:32])(=[O:33])[N:34]2[CH2:35][CH2:36][NH:37][CH2:38][CH2:39]2)[cH:26][cH:27][cH:28][cH:29][cH:30]1>>[c:2]1([N:37]2[CH2:36][CH2:35][N:34]([S:31]([c:25]3[cH:26][cH:27][cH:28][cH:29][cH:30]3)(=[O:32])=[O:33])[CH2:39][CH2:38]2)[cH:3][c:4]([NH:12][C:13]([c:14]2[cH:15][cH:16][c:17]([C:20]([CH3:21])([CH3:22])[OH:23])[cH:18][cH:19]2)=[O:24])[n:5][c:6]2[n:7]1[n:8][c:9]([CH3:11])[cH:10]2. The reactants are COc1ccccc1-c1ccc(CC(=O)O)c([N+](=O)[O-])c1, CC(=O)O, [Fe]. The product is COc1ccccc1-c1ccc2c(c1)NC(=O)C2. RXN SMILES: [CH3:1][O:2][c:3]1[c:4](-[c:9]2[cH:10][c:11]([N+:19]([O-:20])=[O:21])[c:12]([CH2:15][C:16](=[O:17])[OH:18])[cH:13][cH:14]2)[cH:5][cH:6][cH:7][cH:8]1.[CH3:22][C:23](=[O:24])[OH:25].[Fe:26]>>[CH3:1][O:2][c:3]1[c:4](-[c:9]2[cH:10][c:11]3[c:12]([cH:13][cH:14]2)[CH2:15][C:16](=[O:17])[NH:19]3)[cH:5][cH:6][cH:7][cH:8]1. Reactants: Cl.C(C)(=O)C1=C(C(=C(OCCCCC(OCC)=N)C=C1)CCC)O (ethyl 5-(4-acetyl-3-hydroxy-2-propylphenoxy)-pentanimidate hydrochloride), NC=1C=C(C(=O)OCC)C=CC1N (ethyl 3,4-diaminobenzoate), [OH-].[Na+] (sodium hydroxide). The solvent is C(C)O (ethanol). Reaction conditions: time 24 hour. Yields the product C(C)(=O)C1=C(C(=C(OCCCCC=2NC3=C(N2)C=CC(=C3)C(=O)O)C=C1)CCC)O (2-[4-(4-Acetyl-3-hydroxy-2-propylphenoxy)butyl]-benzimidazole-5-carboxylic acid). Isolated yield 62.7%. RXN SMILES: Cl.[C:2]([C:5]1[CH:20]=[CH:19][C:8]([O:9][CH2:10][CH2:11][CH2:12][CH2:13][C:14](=[NH:18])OCC)=[C:7]([CH2:21][CH2:22][CH3:23])[C:6]=1[OH:24])(=[O:4])[CH3:3].N[C:26]1[CH:27]=[C:28]([CH:34]=[CH:35][C:36]=1[NH2:37])[C:29]([O:31]CC)=[O:30].[OH-].[Na+]>C(O)C>[C:2]([C:5]1[CH:20]=[CH:19][C:8]([O:9][CH2:10][CH2:11][CH2:12][CH2:13][C:14]2[NH:18][C:26]3[CH:27]=[C:28]([C:29]([OH:31])=[O:30])[CH:34]=[CH:35][C:36]=3[N:37]=2)=[C:7]([CH2:21][CH2:22][CH3:23])[C:6]=1[OH:24])(=[O:4])[CH3:3] |f:0.1,3.4|. Procedure details: A mixture of ethyl 5-(4-acetyl-3-hydroxy-2-propylphenoxy)-pentanimidate hydrochloride (3.0 g) and ethyl 3,4-diaminobenzoate (1.4 g) in ethanol (40 ml) was stirred at room temperature for 24 hours. To the mixture was added a solution of sodium hydroxide (1.6 g/30 ml of water) and the resulting mixture was refluxed for 40 minutes. After removal of the solvent under reduced pressure, the mixture was poured into ice-water, acidified with concentrated hydrochloric acid and extracted with ethyl acetat... The reactants are ClC1=CC(=C(CN2C(C=CC(=C2)Br)=O)C=C1)F (1-(4-chloro-2-fluorobenzyl)-5-bromopyridin-2(1H)-one), C(C)(C)(C)OC(=O)NC1=CC=C(C=C1)B(O)O (4-(tert-butoxycarbonyl)aminophenylboronic acid). The product is ClC1=CC(=C(CN2C=C(C=CC2=O)C2=CC=C(C=C2)NC(OC(C)(C)C)=O)C=C1)F (tert-butyl 4-(1-(4-chloro-2-fluorobenzyl)-6-oxo-1,6-dihydropyridin-3-yl)phenylcarbamate). Isolated yield 75.1%. As a reaction SMILES: [Cl:1][C:2]1[CH:16]=[CH:15][C:5]([CH2:6][N:7]2[CH:12]=[C:11](Br)[CH:10]=[CH:9][C:8]2=[O:14])=[C:4]([F:17])[CH:3]=1.[C:18]([O:22][C:23]([NH:25][C:26]1[CH:31]=[CH:30][C:29](B(O)O)=[CH:28][CH:27]=1)=[O:24])([CH3:21])([CH3:20])[CH3:19]>>[Cl:1][C:2]1[CH:16]=[CH:15][C:5]([CH2:6][N:7]2[C:8](=[O:14])[CH:9]=[CH:10][C:11]([C:29]3[CH:28]=[CH:27][C:26]([NH:25][C:23](=[O:24])[O:22][C:18]([CH3:20])([CH3:19])[CH3:21])=[CH:31][CH:30]=3)=[CH:12]2)=[C:4]([F:17])[CH:3]=1. Procedure details: According to Scheme 19 Step 1: The title compound was prepared from 1-(4-chloro-2-fluorobenzyl)-5-bromopyridin-2(1H)-one (1 eq, 2.81 mmol, 0.89 g, Example 1 Step 2) and 4-(tert-butoxycarbonyl)aminophenylboronic acid (1.5 eq, 4.20 mmol, 1.00 g) according to the procedure described for Example 1 Step 3. Reaction conditions: 2 hours at 80° C. The crude product was purified by silica gel chromatography (AIT Flashsmart prepacked column 50 g SiO2, CH2Cl2/AcOEt 90/10). The resulting brown solid washed ... Starting materials: solution, C(=O)(OC(C)(C)C)N[C@@H](CC1=CC=C(C=C1)O)C(=O)N[C@H](C)C(=O)NCC(=O)OC (methyl Boc-L-tyrosyl-D-alanylglycinate), solution, [OH-].[Na+] (sodium hydroxide), S([O-])(O)(=O)=O.[K+] (potassium bisulfate). Solvent: CO (methanol). Run at time 30 minute. Product: C(=O)(OC(C)(C)C)N[C@@H](CC1=CC=C(C=C1)O)C(=O)N[C@H](C)C(=O)NCC(=O)O (Boc-L-tyrosyl-D-alanylglycine). RXN SMILES: [C:1]([NH:8][C@H:9]([C:18]([NH:20][C@@H:21]([C:23]([NH:25][CH2:26][C:27]([O:29]C)=[O:28])=[O:24])[CH3:22])=[O:19])[CH2:10][C:11]1[CH:16]=[CH:15][C:14]([OH:17])=[CH:13][CH:12]=1)([O:3][C:4]([CH3:7])([CH3:6])[CH3:5])=[O:2].[OH-].[Na+].S(=O)(=O)(O)[O-].[K+]>CO>[C:1]([NH:8][C@H:9]([C:18]([NH:20][C@@H:21]([C:23]([NH:25][CH2:26][C:27]([OH:29])=[O:28])=[O:24])[CH3:22])=[O:19])[CH2:10][C:11]1[CH:16]=[CH:15][C:14]([OH:17])=[CH:13][CH:12]=1)([O:3][C:4]([CH3:7])([CH3:5])[CH3:6])=[O:2] |f:1.2,3.4|. Reported procedure: 42.3 Grams of methyl Boc-L-tyrosyl-D-alanylglycinate is dissolved in 200 ml of methanol and 200 ml of a 1 N solution of sodium hydroxide is added. The reaction mixture is allowed to stand for 30 minutes, then is adjusted to pH 3 with a 1 M solution of potassium bisulfate. The resulting precipitate is collected by filtration, washed with water and dried to give Boc-L-tyrosyl-D-alanylglycine. The product is CS(=O)(=O)c1ccccc1-c1ccc(CC(NC(=O)c2c(Cl)cccc2Cl)C(=O)O)cc1. As a reaction SMILES: [CH3:1][O:2][C:3]([CH:4]([NH:5][C:6]([c:7]1[c:8]([Cl:14])[cH:9][cH:10][cH:11][c:12]1[Cl:13])=[O:15])[CH2:16][c:17]1[cH:18][cH:19][c:20](-[c:23]2[c:24]([S:29](=[O:30])(=[O:31])[CH3:32])[cH:25][cH:26][cH:27][cH:28]2)[cH:21][cH:22]1)=[O:33].[Li+:35].[OH-:34]>>[O:2]=[C:3]([CH:4]([NH:5][C:6]([c:7]1[c:8]([Cl:14])[cH:9][cH:10][cH:11][c:12]1[Cl:13])=[O:15])[CH2:16][c:17]1[cH:18][cH:19][c:20](-[c:23]2[c:24]([S:29](=[O:30])(=[O:31])[CH3:32])[cH:25][cH:26][cH:27][cH:28]2)[cH:21][cH:22]1)[OH:33]. The reactants are COC(=O)C(Cc1ccc(-c2ccccc2S(C)(=O)=O)cc1)NC(=O)c1c(Cl)cccc1Cl, [Li+], [OH-].